From a dataset of the Open Reaction Database (ORD), a public repository of structured organic reaction records. describe an organic reaction: reactants, conditions, products, and yield The reactants are C(C)OC(C(C1=CC=C(C=C1)OCCCCCCCCCCCCCCCCCC)=O)=O (4-(octadecyloxy)-alpha-oxobenzeneacetic acid ethyl ester), [OH-].[Na+] (NaOH), O (water). Solvent: CO (methanol). Yields the product C(CCCCCCCCCCCCCCCCC)OC1=CC=C(C=C1)C(C(=O)O)=O (4-(octadecyloxy)-alpha-oxobenzeneacetic acid). Isolated yield 88.5%. Reaction SMILES: C([O:3][C:4](=[O:32])[C:5](=[O:31])[C:6]1[CH:11]=[CH:10][C:9]([O:12][CH2:13][CH2:14][CH2:15][CH2:16][CH2:17][CH2:18][CH2:19][CH2:20][CH2:21][CH2:22][CH2:23][CH2:24][CH2:25][CH2:26][CH2:27][CH2:28][CH2:29][CH3:30])=[CH:8][CH:7]=1)C.[OH-].[Na+].O>CO>[CH2:13]([O:12][C:9]1[CH:8]=[CH:7][C:6]([C:5](=[O:31])[C:4]([OH:32])=[O:3])=[CH:11][CH:10]=1)[CH2:14][CH2:15][CH2:16][CH2:17][CH2:18][CH2:19][CH2:20][CH2:21][CH2:22][CH2:23][CH2:24][CH2:25][CH2:26][CH2:27][CH2:28][CH2:29][CH3:30] |f:1.2|. Procedure: To 2.9 g (6.45 mmol) of 4-(octadecyloxy)-alpha-oxobenzeneacetic acid ethyl ester in 200 ml of hot methanol was added 7.1 ml (7.1 mmol) of 1.0 N NaOH. The reaction mixture was stirred at reflux for 5 minutes, 50 ml of water was added and the solvents were removed at reduced pressure. Water (300 ml) was added and the product was extracted with methylene chloride-THF (4:1). The dried extract was concentrated at reduced pressure and the residual solid was recrystallized from acetone-hexane to give 2... The reactants are C(C#C)Br (propargyl bromide), C1(=CC=CC=C1)C (toluene), FC1(C(OC2=C(O1)C=CC(=C2)N)(F)F)F (2,2,3,3-Tetrafluoro-6-aminobenzodioxane). Run in FC1=CC=CC=C1 (fluorobenzene). Reaction conditions: temperature 50 celsius. Yields the product C(C#C)NC1=CC2=C(OC(C(O2)(F)F)(F)F)C=C1 (Prop-2-ynyl-(2,2,3,3-tetrafluoro-2,3-dihydro-benzo[1,4]dioxin-6-yl)-amine). As a reaction SMILES: [F:1][C:2]1([F:15])[O:7][C:6]2[CH:8]=[CH:9][C:10]([NH2:12])=[CH:11][C:5]=2[O:4][C:3]1([F:14])[F:13].[CH2:16](Br)[C:17]#[CH:18].C1(C)C=CC=CC=1>FC1C=CC=CC=1>[CH2:18]([NH:12][C:10]1[CH:9]=[CH:8][C:6]2[O:7][C:2]([F:1])([F:15])[C:3]([F:13])([F:14])[O:4][C:5]=2[CH:11]=1)[C:17]#[CH:16]. Procedure: 2,2,3,3-Tetrafluoro-6-aminobenzodioxane (6.694 g, 30.0 mmol) and Aldrich basic alumina (activated, Brockmann 1, 150 mesh, CAS#1344-28-1) (51 g) were mixed in fluorobenzene (100 mL) and then treated with 80% propargyl bromide in toluene (2.56 mL, 23.0 mmol). The resulting mixture was thoroughly stirred and heated at 50° C. for 17 hours. The mixture was cooled to ambient temperature and filtered. The alumina was rinsed thoroughly with dichloromethane (150 mL), the filtrate was reduced in volume un...